This data is from the Open Reaction Database (ORD), a public repository of structured organic reaction records. The task is: describe an organic reaction: reactants, conditions, products, and yield Starting materials: COC1=CC=C(N)C=C1 (4-methoxyaniline), [I-].[Li+] (lithium iodide), N(C(=O)C)C1=CC=C2C(=NN=C(C2=C1)Cl)CC1=CC=NC=C1 (7-acetamino-1-chloro-4-(4-pyridylmethyl)phthalazine). The solvent is C(CCC)O (1-butanol). Reaction conditions: time 20 hour. Product: Cl.N(C(=O)C)C1=CC=C2C(=NN=C(C2=C1)NC1=CC=C(C=C1)OC)CC1=CC=NC=C1 (7-Acetamino-1-(4-methoxyanilino)-4-(4-pyridylmethyl)phthalazine hydrochloride). As a reaction SMILES: [CH3:1][O:2][C:3]1[CH:9]=[CH:8][C:6]([NH2:7])=[CH:5][CH:4]=1.[I-].[Li+].[NH:12]([C:16]1[CH:25]=[C:24]2[C:19]([C:20]([CH2:27][C:28]3[CH:33]=[CH:32][N:31]=[CH:30][CH:29]=3)=[N:21][N:22]=[C:23]2[Cl:26])=[CH:18][CH:17]=1)[C:13]([CH3:15])=[O:14]>C(O)CCC>[ClH:26].[NH:12]([C:16]1[CH:25]=[C:24]2[C:19]([C:20]([CH2:27][C:28]3[CH:29]=[CH:30][N:31]=[CH:32][CH:33]=3)=[N:21][N:22]=[C:23]2[NH:7][C:6]2[CH:8]=[CH:9][C:3]([O:2][CH3:1])=[CH:4][CH:5]=2)=[CH:18][CH:17]=1)[C:13]([CH3:15])=[O:14] |f:1.2,5.6|. Reported procedure: Under exclusion of air, 354 mg (2.88 mmol) 4-methoxyaniline and 13 mg lithium iodide are added to 300 mg (0.96 mmol) 7-acetamino-1-chloro-4-(4-pyridylmethyl)phthalazine in 3.9 ml 1-butanol and heated to boiling for 20 h. After cooling, the dark suspension is filtered off, washed with 1-butanol and ethanol, and dried to obtain title compound: m.p.: 160-163° C.; HPLC: tRet(Grad5-40)=9.5; FAB MS (M+H)+=400. Reactants: C(C)(=O)OC=1C=CC=2N(C3=CC=C(C=C3C2C1)OC(C)=O)CC (N-ethyl-3,6-carbazolediol diacetate), BrCCCl (1-bromo-2-chloroethane), ClC1=CC=CC=C1 (chlorobenzene), C[O-].[Na+] (sodium methoxide). Reaction conditions: time 18 hour. Yields the product ClCCOC=1C=CC=2N(C3=CC=C(C=C3C2C1)OCCCl)CC (3,6-bis(2-chloroethoxy)-N-ethylcarbazole). Reaction SMILES: [C:1]([O:4][C:5]1[CH:6]=[CH:7][C:8]2[N:9]([CH2:22][CH3:23])[C:10]3[C:15]([C:16]=2[CH:17]=1)=[CH:14][C:13]([O:18]C(=O)C)=[CH:12][CH:11]=3)(=O)[CH3:2].Br[CH2:25][CH2:26][Cl:27].C[O-].[Na+].[Cl:31]C1C=CC=CC=1>>[Cl:27][CH2:26][CH2:25][O:18][C:13]1[CH:12]=[CH:11][C:10]2[N:9]([CH2:22][CH3:23])[C:8]3[C:16]([C:15]=2[CH:14]=1)=[CH:17][C:5]([O:4][CH2:1][CH2:2][Cl:31])=[CH:6][CH:7]=3 |f:2.3|. Reported procedure: To a stirred mixture of 31.3 g (0.1 mole) of N-ethyl-3,6-carbazolediol diacetate and 39.4 g (0.3 mole) of 1-bromo-2-chloroethane in 400 ml chlorobenzene is added 0.2 mole of sodium methoxide. Upon complete addition of the alkali, the mixture is refluxed with stirring for 18 hours, then cooled. The supernatant water layer is decanted and the residue is taken up in ethanol-chloroform to give 3,6-bis(2-chloroethoxy)-N-ethylcarbazole. Starting materials: CN(S(=O)(=O)Cl)C (dimethylsulfamoyl chloride), NC1CN(CC1)C(=O)C1=CC2=NC=CC(=C2S1)Cl ((3-amino-pyrrolidin-1-yl)-(7-chloro-thieno[3,2-b]pyridin-2yl)-methanone). Product: ClC1=C2C(=NC=C1)C=C(S2)C(=O)N2CC(CC2)NS(N(C)C)(=O)=O ((+/−)-Dimethylsulfamic acid {1-[7-chloro-thieno[3,2-b]pyridine-2-carbonyl]-pyrrolidin-3-yl}-amide). RXN SMILES: [CH3:1][N:2]([CH3:7])[S:3](Cl)(=[O:5])=[O:4].[NH2:8][CH:9]1[CH2:13][CH2:12][N:11]([C:14]([C:16]2[S:24][C:23]3[C:18](=[N:19][CH:20]=[CH:21][C:22]=3[Cl:25])[CH:17]=2)=[O:15])[CH2:10]1>>[Cl:25][C:22]1[CH:21]=[CH:20][N:19]=[C:18]2[CH:17]=[C:16]([C:14]([N:11]3[CH2:12][CH2:13][CH:9]([NH:8][S:3](=[O:5])(=[O:4])[N:2]([CH3:7])[CH3:1])[CH2:10]3)=[O:15])[S:24][C:23]=12. Procedure details: The title compound was prepared from dimethylsulfamoyl chloride and (3-amino-pyrrolidin-1-yl)-(7-chloro-thieno[3,2-b]pyridin-2yl)-methanone by a procedure analogous to Example 64C. MS: 389/391 (MH+); HPLC Rf: 4.26 min.; HPLC purity 99%. Starting materials: Br.[Br-].C[N+](CCCNC)(C)C (N,N,N-trimethyl-[3-(methylamino)]-1-propanaminium bromide hydrobromide), [OH-].[Na+] (sodium hydroxide). The solvent is CO (methanol), CO (methanol). Yields the product [Br-].C[N+](CCCNC)(C)C (N,N,N-Trimethyl-[3-(methylamino)]-1-propanaminium Bromide). Reaction SMILES: [BrH:1].[Br-].[CH3:3][N+:4]([CH3:11])([CH3:10])[CH2:5][CH2:6][CH2:7][NH:8][CH3:9].[OH-].[Na+]>CO>[Br-:1].[CH3:3][N+:4]([CH3:11])([CH3:10])[CH2:5][CH2:6][CH2:7][NH:8][CH3:9] |f:0.1.2,3.4,6.7|. Procedure details: To a stirred suspension of 876.0 g. (3.0 moles) of N,N,N-trimethyl-[3-(methylamino)]-1-propanaminium bromide hydrobromide in 2.75 liters of absolute methanol at room temperature is added a freshly prepared solution of sodium hydroxide (120.0 g., 3.0 moles) in 1.0 liter of absolute methanol over a period of 1.0 hour. The reaction mixture is evaporated under reduced pressure and the solid residue is shaken with 750 ml. of acetonitrile. The insoluble sodium bromide is removed by filtration and the ... The reactants are CCOC(=O)C1CCCNC1, CCO, c1cc(OCC2CO2)c2cccnc2c1. The product is CCOC(=O)C1CCCN(CC(O)COc2cccc3ncccc23)C1. As a reaction SMILES: [CH2:1]([CH3:2])[O:3][C:4](=[O:5])[CH:6]1[CH2:7][NH:8][CH2:9][CH2:10][CH2:11]1.[CH3:27][CH2:28][OH:29].[O:12]1[CH:13]([CH2:15][O:16][c:17]2[c:18]3[cH:19][cH:20][cH:21][n:22][c:23]3[cH:24][cH:25][cH:26]2)[CH2:14]1>>[CH2:1]([CH3:2])[O:3][C:4](=[O:5])[CH:6]1[CH2:7][N:8]([CH2:14][CH:13]([OH:12])[CH2:15][O:16][c:17]2[c:18]3[cH:19][cH:20][cH:21][n:22][c:23]3[cH:24][cH:25][cH:26]2)[CH2:9][CH2:10][CH2:11]1. As a reaction SMILES: [BH4-:34].[CH3:32][OH:33].[ClH:36].[Li+:35].[O:1]=[S:2]1(=[O:31])[N:3]=[C:4]([c:12]2[c:13](=[O:30])[n:14]([N:23]=[C:24]3[CH2:25][CH:26]([CH3:29])[CH2:27][CH2:28]3)[c:15]3[cH:16][cH:17][cH:18][cH:19][c:20]3[c:21]2[OH:22])[NH:5][c:6]2[c:7]1[cH:8][cH:9][cH:10][cH:11]2.[O:37]1[CH2:38][CH2:39][CH2:40][CH2:41]1.[OH2:42]>>[O:1]=[S:2]1(=[O:31])[N:3]=[C:4]([c:12]2[c:13](=[O:30])[n:14]([NH:23][CH:24]3[CH2:25][CH:26]([CH3:29])[CH2:27][CH2:28]3)[c:15]3[cH:16][cH:17][cH:18][cH:19][c:20]3[c:21]2[OH:22])[NH:5][c:6]2[c:7]1[cH:8][cH:9][cH:10][cH:11]2. Product: CC1CCC(Nn2c(=O)c(C3=NS(=O)(=O)c4ccccc4N3)c(O)c3ccccc32)C1. Starting materials: [BH4-], CO, Cl, [Li+], CC1CCC(=Nn2c(=O)c(C3=NS(=O)(=O)c4ccccc4N3)c(O)c3ccccc32)C1, C1CCOC1, O. Reactants: C1CCOC1, CN, CSc1ncc2cc(-c3ccc(F)c(NC(=O)Nc4cccc(C(F)(F)F)c4)c3)c(=O)n(C)c2n1. The product is CNc1ncc2cc(-c3ccc(F)c(NC(=O)Nc4cccc(C(F)(F)F)c4)c3)c(=O)n(C)c2n1. RXN SMILES: [CH2:38]1[O:39][CH2:40][CH2:41][CH2:42]1.[CH3:36][NH2:37].[F:1][c:2]1[c:3]([NH:22][C:23](=[O:24])[NH:25][c:26]2[cH:27][c:28]([C:32]([F:33])([F:34])[F:35])[cH:29][cH:30][cH:31]2)[cH:4][c:5](-[c:8]2[cH:9][c:10]3[c:11]([n:12][c:13]([S:16][CH3:17])[n:14][cH:15]3)[n:18]([CH3:21])[c:19]2=[O:20])[cH:6][cH:7]1>>[F:1][c:2]1[c:3]([NH:22][C:23](=[O:24])[NH:25][c:26]2[cH:27][c:28]([C:32]([F:33])([F:34])[F:35])[cH:29][cH:30][cH:31]2)[cH:4][c:5](-[c:8]2[cH:9][c:10]3[c:11]([n:12][c:13]([NH:37][CH3:36])[n:14][cH:15]3)[n:18]([CH3:21])[c:19]2=[O:20])[cH:6][cH:7]1. The reactants are BrCCCCBr, O=C([O-])[O-], COc1ccc(N)c(OC)c1, CN(C)C=O, [K+], [K+]. Product: COc1ccc(N2CCCC2)c(OC)c1. Reaction SMILES: [Br:12][CH2:13][CH2:14][CH2:15][CH2:16][Br:17].[C:18](=[O:19])([O-:20])[O-:21].[CH3:1][O:2][c:3]1[c:4]([NH2:5])[cH:6][cH:7][c:8]([O:10][CH3:11])[cH:9]1.[CH3:24][N:25]([CH3:26])[CH:27]=[O:28].[K+:22].[K+:23]>>[CH3:1][O:2][c:3]1[c:4]([N:5]2[CH2:13][CH2:14][CH2:15][CH2:16]2)[cH:6][cH:7][c:8]([O:10][CH3:11])[cH:9]1.